This data is from the Open Reaction Database (ORD), a public repository of structured organic reaction records. The task is: describe an organic reaction: reactants, conditions, products, and yield Starting materials: FC1=CC=C(C=C1)B(O)O (4-fluorobenzeneboronic acid), [N+](=O)([O-])C=1C=NNC1 (4-nitro-1H-pyrazole), N1=CC=CC=C1 (pyridine). Reagents/catalysts: C(C)(=O)[O-].[Cu+2].C(C)(=O)[O-] (copper (II) acetate). Run in C(Cl)Cl (CH2Cl2). Run at time 8 hour. Product: FC1=CC=C(C=C1)N1N=CC(=C1)[N+](=O)[O-] (1-(4-fluorophenyl)-4-nitropyrazole). Isolated yield 44.8%. As a reaction SMILES: [F:1][C:2]1[CH:7]=[CH:6][C:5](B(O)O)=[CH:4][CH:3]=1.[N+:11]([C:14]1[CH:15]=[N:16][NH:17][CH:18]=1)([O-:13])=[O:12].N1C=CC=CC=1>C(Cl)Cl.C([O-])(=O)C.[Cu+2].C([O-])(=O)C>[F:1][C:2]1[CH:7]=[CH:6][C:5]([N:16]2[CH:15]=[C:14]([N+:11]([O-:13])=[O:12])[CH:18]=[N:17]2)=[CH:4][CH:3]=1 |f:4.5.6|. Reported procedure: A mixture of 4-fluorobenzeneboronic acid (2.47 g, 17.7 mmol), 4-nitro-1H-pyrazole (1.00 g, 8.84 mmol), copper (II) acetate (2.41 g, 13.3 mmol) and pyridine (2.86 mL, 35.4 mmol) in CH2Cl2 (40 mL) was stirred at room temperature overnight. The reaction mixture was filtered and diluted with water (40 mL). The organic layer was separated, dried over anhydrous sodium sulfate, concentrated in vacuo, and purified by flash chromatography (SiO2, 0-20% EtOAc/hexanes gradient elution) to give 1-(4-fluoroph... Reactants: CC(Br)c1nc2ccccc2c(=O)n1-c1ccc(F)cc1, CCO, COCCN. Yields the product COCCNC(C)c1nc2ccccc2c(=O)n1-c1ccc(F)cc1. Reaction SMILES: [Br:1][CH:2]([CH3:3])[c:4]1[n:5][c:6]2[cH:7][cH:8][cH:9][cH:10][c:11]2[c:12](=[O:21])[n:13]1-[c:14]1[cH:15][cH:16][c:17]([F:20])[cH:18][cH:19]1.[CH3:27][CH2:28][OH:29].[NH2:22][CH2:23][CH2:24][O:25][CH3:26]>>[CH:2]([CH3:3])([c:4]1[n:5][c:6]2[cH:7][cH:8][cH:9][cH:10][c:11]2[c:12](=[O:21])[n:13]1-[c:14]1[cH:15][cH:16][c:17]([F:20])[cH:18][cH:19]1)[NH:22][CH2:23][CH2:24][O:25][CH3:26]. Starting materials: Nc1ncnn2c(C3CCNCC3)cc(-c3cc(F)cc(OCc4ccccc4)c3)c12, CC(=O)Cl. Product: CC(=O)N1CCC(c2cc(-c3cc(F)cc(OCc4ccccc4)c3)c3c(N)ncnn23)CC1. Reaction SMILES: [CH2:1]([c:2]1[cH:3][cH:4][cH:5][cH:6][cH:7]1)[O:8][c:9]1[cH:10][c:11](-[c:16]2[cH:17][c:18]([CH:26]3[CH2:27][CH2:28][NH:29][CH2:30][CH2:31]3)[n:19]3[n:20][cH:21][n:22][c:23]([NH2:25])[c:24]23)[cH:12][c:13]([F:15])[cH:14]1.[CH3:32][C:33]([Cl:34])=[O:35]>>[CH2:1]([c:2]1[cH:3][cH:4][cH:5][cH:6][cH:7]1)[O:8][c:9]1[cH:10][c:11](-[c:16]2[cH:17][c:18]([CH:26]3[CH2:27][CH2:28][N:29]([C:33]([CH3:32])=[O:35])[CH2:30][CH2:31]3)[n:19]3[n:20][cH:21][n:22][c:23]([NH2:25])[c:24]23)[cH:12][c:13]([F:15])[cH:14]1. The reactants are BrCC1=C(C=CC=C1C1CC1)N1N=NN(C1=O)C (1-(2-bromomethyl-3-cyclopropylphenyl)-4-methyl-1,4-dihydrotetrazole-5-one), CC1=C(C=CC(=C1)N1N=C(C(=C1C)C)C)O (2-methyl-4-(3,4,5-trimethyl-pyrazol-1-yl)-phenol), C([O-])([O-])=O.[K+].[K+] (potassium carbonate). Solvent: C(C)#N (acetonitrile). Product: C1(CC1)C=1C(=C(C=CC1)N1N=NN(C1=O)C)COC1=C(C=C(C=C1)N1N=C(C(=C1C)C)C)C (1-{3-cyclopropyl-2-[2-methyl-4-(3,4,5-trimethyl-pyrazol-1-yl)-phenoxymethyl]-phenyl}-4-methyl-1,4-dihydrotetrazole-5-one). Reaction SMILES: Br[CH2:2][C:3]1[C:8]([CH:9]2[CH2:11][CH2:10]2)=[CH:7][CH:6]=[CH:5][C:4]=1[N:12]1[C:16](=[O:17])[N:15]([CH3:18])[N:14]=[N:13]1.[CH3:19][C:20]1[CH:25]=[C:24]([N:26]2[C:30]([CH3:31])=[C:29]([CH3:32])[C:28]([CH3:33])=[N:27]2)[CH:23]=[CH:22][C:21]=1[OH:34].C(=O)([O-])[O-].[K+].[K+]>C(#N)C>[CH:9]1([C:8]2[C:3]([CH2:2][O:34][C:21]3[CH:22]=[CH:23][C:24]([N:26]4[C:30]([CH3:31])=[C:29]([CH3:32])[C:28]([CH3:33])=[N:27]4)=[CH:25][C:20]=3[CH3:19])=[C:4]([N:12]3[C:16](=[O:17])[N:15]([CH3:18])[N:14]=[N:13]3)[CH:5]=[CH:6][CH:7]=2)[CH2:11][CH2:10]1 |f:2.3.4|. Procedure: A mixture of 1-(2-bromomethyl-3-cyclopropylphenyl)-4-methyl-1,4-dihydrotetrazole-5-one (described in Reference Preparation example 2) δ0 g, 2-methyl-4-(3,4,5-trimethyl-pyrazol-1-yl)-phenol (described in Reference Preparation example 20) 0.36 g, potassium carbonate 0.29 g and acetonitrile 15 ml was stirred with heating under reflux for seven hours. After cooling to room temperature, the reaction mixture was filtered, and the filtrate was then concentrated. The resulting residue was subjected to a... The reactants are [O-]CC.[Na+] (sodium ethoxide), COC(CCBr)=O (methyl-3-bromopropionate), ClC=1C=C(CC=2C(=NNC2CC)CC)C=C(C1)Cl (4-(3,5-Dichlorobenzyl)-3,5-diethyl-1H-pyrazole), [O-]CC.[Na+] (sodium ethoxide), COC(CCBr)=O (methyl-3-bromopropionate). Solvent: C(C)O (ethanol). The product is ClC=1C=C(CC=2C(=NN(C2CC)CCC(=O)OC)CC)C=C(C1)Cl (Methyl 3-[4-(3,5-dichlorobenzyl)-3,5-diethyl-1H-pyrazol-1-yl]propanoate). RXN SMILES: [Cl:1][C:2]1[CH:3]=[C:4]([CH:15]=[C:16]([Cl:18])[CH:17]=1)[CH2:5][C:6]1[C:7]([CH2:13][CH3:14])=[N:8][NH:9][C:10]=1[CH2:11][CH3:12].[O-]CC.[Na+].[CH3:23][O:24][C:25](=[O:29])[CH2:26][CH2:27]Br>C(O)C>[Cl:1][C:2]1[CH:3]=[C:4]([CH:15]=[C:16]([Cl:18])[CH:17]=1)[CH2:5][C:6]1[C:10]([CH2:11][CH3:12])=[N:9][N:8]([CH2:27][CH2:26][C:25]([O:24][CH3:23])=[O:29])[C:7]=1[CH2:13][CH3:14] |f:1.2|. Procedure details: A solution of the pyrazole of Example 11 (198 mg, 0.70 mmol) in ethanol (1 ml) was treated with sodium ethoxide (21% w/v, in EtOH) (261 μL, 0.81 mmol) and then methyl-3-bromopropionate (153 μL, 1.40 mmol) and heated at 70° C. in a sealed Reacti-vial (Trade Mark) for 18 hours. Over a period of 3 days more sodium ethoxide (2.65 eq) and methyl-3-bromopropionate (6.0 eq) were added and the reaction was maintained under the same conditions. After cooling, the solution was concentrated under reduced p... Starting materials: C(O)([O-])=O.[Na+] (sodium hydrogen carbonate), COC1=C(C(NC=C1)=O)C#N (4-methoxy-2-oxo-1,2-dihydropyridine-3-carbonitrile), FC=1C=C(C#N)C=C(C1F)F (3,4,5-trifluorobenzonitrile), C([O-])([O-])=O.[K+].[K+] (potassium carbonate). The solvent is CN(C=O)C (N,N-dimethylformamide). Conditions: temperature 50 celsius, time 5 hour. Yields the product C(#N)C1=CC(=C(C(=C1)F)N1C(C(=C(C=C1)OC)C#N)=O)F (1-(4-cyano-2,6-difluorophenyl)-4-methoxy-2-oxo-1,2-dihydropyridine-3-carbonitrile). Yield: 43.1%. As a reaction SMILES: [CH3:1][O:2][C:3]1[CH:8]=[CH:7][NH:6][C:5](=[O:9])[C:4]=1[C:10]#[N:11].[F:12][C:13]1[CH:14]=[C:15]([CH:18]=[C:19]([F:22])[C:20]=1F)[C:16]#[N:17].C(=O)([O-])[O-].[K+].[K+].C(=O)([O-])O.[Na+]>CN(C)C=O>[C:16]([C:15]1[CH:14]=[C:13]([F:12])[C:20]([N:6]2[CH:7]=[CH:8][C:3]([O:2][CH3:1])=[C:4]([C:10]#[N:11])[C:5]2=[O:9])=[C:19]([F:22])[CH:18]=1)#[N:17] |f:2.3.4,5.6|. Procedure details: A mixture of 4-methoxy-2-oxo-1,2-dihydropyridine-3-carbonitrile (2.00 g), 3,4,5-trifluorobenzonitrile (2.93 g), potassium carbonate (3.68 g) and N,N-dimethylformamide (20 mL) was stirred at 50° C. for 5 hr. The reaction mixture was slowly poured into saturated sodium hydrogen carbonate solution, and the mixture was extracted with ethyl acetate. The extract was washed with saturated brine, and dried over anhydrous magnesium sulfate, and the solvent was evaporated under reduced pressure. To the re... Reactants: C1(CCCCCC1)N1NC(C1=O)(C)C (2-Cycloheptyl-4,4-dimethyl-1,2-diazetidin-3-one), ClC1=C(CBr)C=CC=C1 (2-chlorobenzyl bromide). Product: ClC1=C(CN2N(C(C2(C)C)=O)C2CCCCCC2)C=CC=C1 (1-(2-chlorobenzyl)-2-cycloheptyl-4,4-dimethyl-1,2-diazetidin-3-one). Reaction SMILES: [CH:1]1([N:8]2[C:11](=[O:12])[C:10]([CH3:14])([CH3:13])[NH:9]2)[CH2:7][CH2:6][CH2:5][CH2:4][CH2:3][CH2:2]1.[Cl:15][C:16]1[CH:23]=[CH:22][CH:21]=[CH:20][C:17]=1[CH2:18]Br>>[Cl:15][C:16]1[CH:23]=[CH:22][CH:21]=[CH:20][C:17]=1[CH2:18][N:9]1[C:10]([CH3:14])([CH3:13])[C:11](=[O:12])[N:8]1[CH:1]1[CH2:2][CH2:3][CH2:4][CH2:5][CH2:6][CH2:7]1. Reported procedure: 2-Cycloheptyl-4,4-dimethyl-1,2-diazetidin-3-one and 2-chlorobenzyl bromide were used for a similar reaction and treatment as Process 6 of Example 1, and the title compound was obtained as a colorless oil.